From a dataset of the Open Reaction Database (ORD), a public repository of structured organic reaction records. describe an organic reaction: reactants, conditions, products, and yield Reactants: CC(C)(C)[O-], CN(C)C=O, OC(C=Cc1cc(C(F)(F)F)ccc1Cl)(CF)CF, Cl, [K+]. Yields the product FCC1(CF)C=Cc2cc(C(F)(F)F)ccc2O1. RXN SMILES: [CH3:20][C:21]([CH3:22])([O-:23])[CH3:24].[CH3:27][N:28]([CH3:29])[CH:30]=[O:31].[Cl:1][c:2]1[c:3]([CH:12]=[CH:13][C:14]([CH2:15][F:16])([OH:17])[CH2:18][F:19])[cH:4][c:5]([C:8]([F:9])([F:10])[F:11])[cH:6][cH:7]1.[ClH:26].[K+:25]>>[c:2]12[c:3]([cH:4][c:5]([C:8]([F:9])([F:10])[F:11])[cH:6][cH:7]1)[CH:12]=[CH:13][C:14]([CH2:15][F:16])([CH2:18][F:19])[O:17]2. Reactants: C(=O)(C(F)(F)F)O (TFA), FC=1C=C(C=CC1[Si](C)(C)C)NC(=O)[C@@H]1N(CCC2=CC(=CC=C12)OC)C(=O)OC(C)(C)C (tert-butyl (R)-1-((3-fluoro-4-(trimethylsilyl)phenyl)carbamoyl)-6-methoxy-3,4-dihydroisoquinoline-2(1H)-carboxylate), C(O)([O-])=O.[Na+] (sodium hydrogencarbonate). Conditions: time 2 minute. The product is FC=1C=C(C=CC1[Si](C)(C)C)NC(=O)[C@@H]1NCCC2=CC(=CC=C12)OC ((R)—N-(3-fluoro-4-(trimethylsilyl)phenyl)-6-methoxy-1,2,3,4-tetrahydroisoquinoline-1-carboxamide). Yield: 84.7%. As a reaction SMILES: C(O)(C(F)(F)F)=O.[F:8][C:9]1[CH:10]=[C:11]([NH:19][C:20]([C@H:22]2[C:31]3[C:26](=[CH:27][C:28]([O:32][CH3:33])=[CH:29][CH:30]=3)[CH2:25][CH2:24][N:23]2C(OC(C)(C)C)=O)=[O:21])[CH:12]=[CH:13][C:14]=1[Si:15]([CH3:18])([CH3:17])[CH3:16].C(=O)([O-])O.[Na+]>>[F:8][C:9]1[CH:10]=[C:11]([NH:19][C:20]([C@H:22]2[C:31]3[C:26](=[CH:27][C:28]([O:32][CH3:33])=[CH:29][CH:30]=3)[CH2:25][CH2:24][NH:23]2)=[O:21])[CH:12]=[CH:13][C:14]=1[Si:15]([CH3:17])([CH3:16])[CH3:18] |f:2.3|. Procedure: Cooled TFA (5.0 mL) was added to tert-butyl (R)-1-((3-fluoro-4-(trimethylsilyl)phenyl)carbamoyl)-6-methoxy-3,4-dihydroisoquinoline-2(1H)-carboxylate (526 mg, 1.11 mmol), and the mixture was stirred at room temperature for 2 min. The reaction mixture was poured into ice and aqueous sodium hydrogencarbonate solution, and the mixture was extracted with ethyl acetate. The organic layer was washed with brine, and dried over magnesium sulfate, and the solvent was evaporated under reduced pressure. The... RXN SMILES: [CH3:1][O:2][C:3]1[C:8]([CH3:9])=[C:7]([CH3:10])[C:6]([O:11][CH3:12])=[C:5]([CH3:13])[C:4]=1[CH2:14][C@H:15]1[O:20][C@:16]1([CH3:19])[CH2:17][OH:18].C[Si](C)(C)Cl.C(=O)(O)[O-].[Na+]>N1C=CC=CC=1>[CH3:1][O:2][C:3]1[C:8]([CH3:9])=[C:7]([CH3:10])[C:6]([O:11][CH3:12])=[C:5]([CH3:13])[C:4]=1[CH2:14][CH2:15][C@:16]([CH3:19])([OH:20])[CH2:17][OH:18] |f:2.3|. Procedure details: 1.10 g of (2R,3R)-4-(2',5'-dimethoxy-3',4',6'-trimethylphenyl)-2,3-epoxy-2-methylbutanol are dissolved in 2 ml of pyridine. 0.5 ml of trimethylchlorosilane is then added and the mixture is left to stand at room temperature for 1 hour. Thereupon, sodium bicarbonate solution is added and the mixture is extracted with toluene. The combined organic phases are dried over anhydrous sodium sulphate and concentrated. The thus-obtained (2R,3R)-4-(2',5'-dimethoxy-3',4',6'-trimethylphenyl)-2,3-epoxy-2-meth... The solvent is N1=CC=CC=C1 (pyridine). Starting materials: C[Si](Cl)(C)C (trimethylchlorosilane), COC1=C(C(=C(C(=C1C)C)OC)C)C[C@@H]1[C@](CO)(C)O1 ((2R,3R)-4-(2',5'-dimethoxy-3',4',6'-trimethylphenyl)-2,3-epoxy-2-methylbutanol), C([O-])(O)=O.[Na+] (sodium bicarbonate). Conditions: time 1 hour. Product: COC1=C(C(=C(C(=C1C)C)OC)C)CC[C@@](CO)(O)C ((S)-4-(2',5'-dimethoxy-3',4',6'-trimethylphenyl)-2-methyl-1,2-butanediol).